This data is from the Open Reaction Database (ORD), a public repository of structured organic reaction records. The task is: describe an organic reaction: reactants, conditions, products, and yield The reactants are C(CCCCCCC\C=C/CCCCCCCC)(=O)O (oleic acid), C(=O)(Cl)Cl (phosgene). The solvent is ClC1=CC=CC=C1 (monochlorobenzene). Reaction conditions: time 30 minute. Product: C(CCCCCCC\C=C/CCCCCCCC)(=O)Cl (oleoyl chloride). Reaction SMILES: [C:1]([OH:20])(=O)[CH2:2][CH2:3][CH2:4][CH2:5][CH2:6][CH2:7][CH2:8]/[CH:9]=[CH:10]\[CH2:11][CH2:12][CH2:13][CH2:14][CH2:15][CH2:16][CH2:17][CH3:18].C(Cl)([Cl:23])=O>ClC1C=CC=CC=1>[C:1]([Cl:23])(=[O:20])[CH2:2][CH2:3][CH2:4][CH2:5][CH2:6][CH2:7][CH2:8]/[CH:9]=[CH:10]\[CH2:11][CH2:12][CH2:13][CH2:14][CH2:15][CH2:16][CH2:17][CH3:18]. Procedure details: 200 g (0.7 mol) of oleic acid and 725 g of monochlorobenzene are introduced into the reactor and 574 g (5.8 mol) of phosgene are then added. The set pressure is adjusted to 11.2 bar relative and the reaction medium is heated. The reaction is complete after 1 hour 30 min. The level of residual acid is 0.5 mol % and the level of oleoyl chloride obtained is 99.5 mol %.